This data is from the Open Reaction Database (ORD), a public repository of structured organic reaction records. The task is: describe an organic reaction: reactants, conditions, products, and yield Starting materials: C1CCOC1, COC(=O)c1ccc(OC)c(Nc2nc(N)n(-c3ccccn3)n2)c1, CO, Cl, [Na+], [OH-], O. The product is COc1ccc(C(=O)O)cc1Nc1nc(N)n(-c2ccccn2)n1. Reaction SMILES: [CH2:26]1[O:27][CH2:28][CH2:29][CH2:30]1.[CH3:1][O:2][C:3]([c:4]1[cH:5][c:6]([NH:12][c:13]2[n:14][n:15](-[c:19]3[n:20][cH:21][cH:22][cH:23][cH:24]3)[c:16]([NH2:18])[n:17]2)[c:7]([O:10][CH3:11])[cH:8][cH:9]1)=[O:25].[CH3:35][OH:36].[ClH:33].[Na+:32].[OH-:31].[OH2:34]>>[O:2]=[C:3]([c:4]1[cH:5][c:6]([NH:12][c:13]2[n:14][n:15](-[c:19]3[n:20][cH:21][cH:22][cH:23][cH:24]3)[c:16]([NH2:18])[n:17]2)[c:7]([O:10][CH3:11])[cH:8][cH:9]1)[OH:25]. The reactants are CN(C)C=O, CNC1CNC1, CN1CCCC1, CCO, Cl, Cl, Nc1nc(-n2cc(C(=O)O)c(=O)c3cc(F)c(F)c(Br)c32)ccc1F. Yields the product CNC1CN(c2c(F)cc3c(=O)c(C(=O)O)cn(-c4ccc(F)c(N)n4)c3c2Br)C1. As a reaction SMILES: [CH3:1][N:2]([CH3:3])[CH:4]=[O:5].[CH3:33][NH:34][CH:35]1[CH2:36][NH:37][CH2:38]1.[CH3:39][N:40]1[CH2:41][CH2:42][CH2:43][CH2:44]1.[CH3:45][CH2:46][OH:47].[ClH:31].[ClH:32].[NH2:6][c:7]1[c:8]([F:30])[cH:9][cH:10][c:11](-[n:13]2[cH:14][c:15]([C:27](=[O:28])[OH:29])[c:16](=[O:26])[c:17]3[cH:18][c:19]([F:25])[c:20]([F:24])[c:21]([Br:23])[c:22]23)[n:12]1>>[NH2:6][c:7]1[c:8]([F:30])[cH:9][cH:10][c:11](-[n:13]2[cH:14][c:15]([C:27](=[O:28])[OH:29])[c:16](=[O:26])[c:17]3[cH:18][c:19]([F:25])[c:20]([N:37]4[CH2:36][CH:35]([NH:34][CH3:33])[CH2:38]4)[c:21]([Br:23])[c:22]23)[n:12]1. Reactants: COC1=C(C=O)C=CC(=C1OC)OC (2,3,4-Trimethoxybenzaldehyde), COC=1C=C(C=NCC(OC)OC)C=CC1OC ((3,4-Dimethoxybenzylidene)-(2,2-dimethoxyethyl)-amine). Solvent: C1=CC=CC=C1 (benzene). The product is COC1=C(C=NCC(OC)OC)C=CC(=C1OC)OC ((2,3,4-Trimethoxybenzylidene)-(2,2-dimethoxyethyl)amine). The yield is 100.0%. Reaction SMILES: [CH3:1][O:2][C:3]1[C:10]([O:11][CH3:12])=[C:9]([O:13][CH3:14])[CH:8]=[CH:7][C:4]=1[CH:5]=O.COC1C=C(C=CC=1OC)C=[N:21][CH2:22][CH:23]([O:26][CH3:27])[O:24][CH3:25]>C1C=CC=CC=1>[CH3:1][O:2][C:3]1[C:10]([O:11][CH3:12])=[C:9]([O:13][CH3:14])[CH:8]=[CH:7][C:4]=1[CH:5]=[N:21][CH2:22][CH:23]([O:26][CH3:27])[O:24][CH3:25]. Reported procedure: 2,3,4-Trimethoxybenzaldehyde (10e, 11.48 g, 0.05851 mol) was dissolved in benzene (200 mL) and aminoacetaldehydedimethylacetal (10.0 mL, 9.75 g, 0.0927 mol) was added. The same procedure was applied as for 11a. The product was isolated as a clear light yellow oil (16.58 g, 100%), bp 153-155° C. (0.45 mm Hg). 1H NMR (300 MHz CDCl3) 8.49 (s, 1H), 7.64 (d, J=8.7 Hz, 1H), 6.65 (d, J=8.7 Hz, 1H), 4.61 (t, J=5.4 Hz, 1H), 3.88 (s, 3H), 3.84 (s, 3H), 3.82 (s, 3H), 3.71 (d, J=5.4 Hz, 2H), 3.36 (s, 6H); l... The reactants are Cc1ccc(S(=O)(=O)OCC2COC(C)(C)O2)cc1, [N-]=[N+]=[N-], [Na+], CN(C)C=O. The product is CC1(C)OCC(CN=[N+]=[N-])O1. Reaction SMILES: [CH3:1][c:2]1[cH:3][cH:4][c:5]([S:6]([O:7][CH2:12][CH:13]2[O:14][C:15]([CH3:18])([CH3:19])[O:16][CH2:17]2)(=[O:8])=[O:9])[cH:10][cH:11]1.[N-:21]=[N+:22]=[N-:23].[Na+:20].[O:24]=[CH:25][N:26]([CH3:27])[CH3:28]>>[CH2:12]([CH:13]1[O:14][C:15]([CH3:18])([CH3:19])[O:16][CH2:17]1)[N:21]=[N+:22]=[N-:23]. Yield: 95.9%. Yields the product COC(C1=C(C=C(C(=C1)CC)C(F)(F)F)NC(=O)OC(C)C)=O (5-Ethyl-2-isopropoxycarbonylamino-4-trifluoromethyl-benzoic acid methyl ester). Starting materials: COC(C1=C(C=C(C(=C1)C=C)C(F)(F)F)NC(=O)OC(C)C)=O (2-isopropoxycarbonylamino-4-trifluoromethyl-5-vinyl-benzoic acid methyl ester), [H][H] (hydrogen). The reagents and catalysts are [Pd] (palladium on carbon). Reported procedure: Add 10% palladium on carbon (4.06 g, 12.22 mmol) to a solution of 2-isopropoxycarbonylamino-4-trifluoromethyl-5-vinyl-benzoic acid methyl ester (40.48 g, 122.19 mmol) in methanol (350 mL) in a Parr bottle. Subject the mixture to a hydrogen atmosphere at a pressure of 30 psi at room temperature with shaking on a Parr shaker apparatus for 2 h. Filter the mixture through Celite and remove the solvent under reduced pressure to provide the title compound as a white solid (39.07 g, 96%): TLC Rf 0.62 (... Solvent: CO (methanol). Conditions: time 2 hour. RXN SMILES: [CH3:1][O:2][C:3](=[O:23])[C:4]1[CH:9]=[C:8]([CH:10]=[CH2:11])[C:7]([C:12]([F:15])([F:14])[F:13])=[CH:6][C:5]=1[NH:16][C:17]([O:19][CH:20]([CH3:22])[CH3:21])=[O:18].[H][H]>[Pd].CO>[CH3:1][O:2][C:3](=[O:23])[C:4]1[CH:9]=[C:8]([CH2:10][CH3:11])[C:7]([C:12]([F:15])([F:14])[F:13])=[CH:6][C:5]=1[NH:16][C:17]([O:19][CH:20]([CH3:22])[CH3:21])=[O:18]. Reactants: OC1=CC=C(C2=CC=CC=C12)/C=C/C(=O)OCC (ethyl (2E)-3-(4-hydroxynaphthalen-1-yl)prop-2-enoate), COCCOC (ethylene glycol dimethyl ether), S(=O)(=O)(C1=CC=C(C)C=C1)NN (TsNHNH2), CC(=O)[O-].[Na+] (NaOAc). Run in C(C)(=O)OCC (ethyl acetate), O (water). Conditions: temperature 80 celsius, time 8 hour. Yields the product OC1=CC=C(C2=CC=CC=C12)CCC(=O)OCC (Ethyl 3-(4-hydroxynaphthalen-1-yl)propanoate). As a reaction SMILES: [OH:1][C:2]1[C:11]2[C:6](=[CH:7][CH:8]=[CH:9][CH:10]=2)[C:5](/[CH:12]=[CH:13]/[C:14]([O:16][CH2:17][CH3:18])=[O:15])=[CH:4][CH:3]=1.S(NN)(C1C=CC(C)=CC=1)(=O)=O.CC([O-])=O.[Na+].COCCOC>C(OCC)(=O)C.O>[OH:1][C:2]1[C:11]2[C:6](=[CH:7][CH:8]=[CH:9][CH:10]=2)[C:5]([CH2:12][CH2:13][C:14]([O:16][CH2:17][CH3:18])=[O:15])=[CH:4][CH:3]=1 |f:2.3|. Procedure: Into a 50-mL round-bottom flask (1 atm) purged and maintained with an inert atmosphere of nitrogen, was placed ethyl (2E)-3-(4-hydroxynaphthalen-1-yl)prop-2-enoate (242 mg, 1.00 mmol, 1.00 equiv), TsNHNH2 (0.744 g), NaOAc (0.41 g), ethylene glycol dimethyl ether (15 mL), water (3 mL). The resulting solution was stirred overnight at 80° C. in an oil bath. The resulting solution was diluted with 30 mL of ethyl acetate. The resulting mixture was washed with 2×10 mL of water. The resulting mixture w...